Dataset: the Open Reaction Database (ORD), a public repository of structured organic reaction records. Task: describe an organic reaction: reactants, conditions, products, and yield Reactants: COC(=O)c1cc(O)ccc1Br, O=C([O-])[O-], CCOC(C)=O, COC(=O)C(F)(F)Cl, [Cs+], [Cs+], CN(C)C=O. Yields the product COC(=O)c1cc(OC(F)F)ccc1Br. As a reaction SMILES: [Br:1][c:2]1[c:3]([C:4](=[O:5])[O:6][CH3:7])[cH:8][c:9]([OH:12])[cH:10][cH:11]1.[C:13](=[O:14])([O-:15])[O-:16].[CH3:27][CH2:28][O:29][C:30](=[O:31])[CH3:32].[Cl:19][C:20]([C:21]([O:22][CH3:23])=[O:24])([F:25])[F:26].[Cs+:17].[Cs+:18].[O:33]=[CH:34][N:35]([CH3:36])[CH3:37]>>[Br:1][c:2]1[c:3]([C:4](=[O:5])[O:6][CH3:7])[cH:8][c:9]([O:12][CH:20]([F:25])[F:26])[cH:10][cH:11]1. Reactants: [C@@H]12OC[C@@H](N(C1)CCN[C@]13[C@@H]([C@H]4CC[C@@H]5[C@]6(CC=C(C([C@@H]6CC[C@]5([C@@]4(CC1)C)C)(C)C)C1=CC=C(C(=O)OC)C=C1)C)[C@@H](CC3)C(=C)C)C2 (methyl 4-((1R,3aS,5aR,5bR,7aR,11aS,11bR,13aR,13bR)-3a-((2-((1S,4S)-2-oxa-5-azabicyclo[2.2.1]heptan-5-yl)ethyl)amino)-5a,5b,8,8,11a-pentamethyl-1-(prop-1-en-2-yl)-2,3,3a,4,5,5a,5b,6,7,7a,8,11,11a,11b,12,13,13a,13b-octadecahydro-1H-cyclopenta[a]chrysen-9-yl)benzoate), [OH-].[Li+] (lithium hydroxide). The solvent is C1CCOC1 (THF), CO (MeOH). Reaction conditions: temperature 75 celsius, time 3.5 hour. Yields the product [C@@H]12OC[C@@H](N(C1)CCN[C@]13[C@@H]([C@H]4CC[C@@H]5[C@]6(CC=C(C([C@@H]6CC[C@]5([C@@]4(CC1)C)C)(C)C)C1=CC=C(C(=O)O)C=C1)C)[C@@H](CC3)C(=C)C)C2 (4-((1R,3aS,5aR,5bR,7aR,11aS,11bR,13aR,13bR)-3a-((2-((1S,4S)-2-oxa-5-azabicyclo[2.2.1]heptan-5-yl)ethyl)amino)-5a,5b,8,8,11a-pentamethyl-1-(prop-1-en-2-yl)-2,3,3a,4,5,5a,5b,6,7,7a,8,11,11a,11b,12,13,13a,13b-octadecahydro-1H-cyclopenta[a]chrysen-9-yl)benzoic acid). Isolated yield 59.5%. RXN SMILES: [C@H:1]12[CH2:49][C@H:4]([N:5]([CH2:7][CH2:8][NH:9][C@:10]34[CH2:45][CH2:44][C@@H:43]([C:46]([CH3:48])=[CH2:47])[C@@H:11]3[C@@H:12]3[C@@:25]([CH3:28])([CH2:26][CH2:27]4)[C@@:24]4([CH3:29])[C@@H:15]([C@:16]5([CH3:42])[C@@H:21]([CH2:22][CH2:23]4)[C:20]([CH3:31])([CH3:30])[C:19]([C:32]4[CH:41]=[CH:40][C:35]([C:36]([O:38]C)=[O:37])=[CH:34][CH:33]=4)=[CH:18][CH2:17]5)[CH2:14][CH2:13]3)[CH2:6]1)[CH2:3][O:2]2.[OH-].[Li+]>C1COCC1.CO>[C@H:1]12[CH2:49][C@H:4]([N:5]([CH2:7][CH2:8][NH:9][C@:10]34[CH2:45][CH2:44][C@@H:43]([C:46]([CH3:48])=[CH2:47])[C@@H:11]3[C@@H:12]3[C@@:25]([CH3:28])([CH2:26][CH2:27]4)[C@@:24]4([CH3:29])[C@@H:15]([C@:16]5([CH3:42])[C@@H:21]([CH2:22][CH2:23]4)[C:20]([CH3:31])([CH3:30])[C:19]([C:32]4[CH:33]=[CH:34][C:35]([C:36]([OH:38])=[O:37])=[CH:40][CH:41]=4)=[CH:18][CH2:17]5)[CH2:14][CH2:13]3)[CH2:6]1)[CH2:3][O:2]2 |f:1.2|. Procedure: To a solution of methyl 4-((1R,3aS,5aR,5bR,7aR,11aS,11bR,13aR,13bR)-3a-((2-((1S,4S)-2-oxa-5-azabicyclo[2.2.1]heptan-5-yl)ethyl)amino)-5a,5b,8,8,11a-pentamethyl-1-(prop-1-en-2-yl)-2,3,3a,4,5,5a,5b,6,7,7a,8,11,11a,11b,12,13,13a,13b-octadecahydro-1H-cyclopenta[a]chrysen-9-yl)benzoate (99 mg, 0.148 mmol) in THF (2 mL) and MeOH (0.5 mL) was added 3N lithium hydroxide (0.197 mL, 0.592 mmol). The reaction mixture was stirred at 75° C. After 3.5 h, the reaction was cooled to rt and concentrated to a whi... Product: COC(=O)C=1C=CC=2C3=C(NC2C1)C(=CNC3=O)C#N (Methyl-4-cyano-1-oxo-2,5-dihydro-1H-pyrido[4,3-b]indole-7-carboxylate). RXN SMILES: Br[C:2]1[C:7]2[NH:8][C:9]3[CH:10]=[C:11]([C:15]([O:17][CH3:18])=[O:16])[CH:12]=[CH:13][C:14]=3[C:6]=2[C:5](=[O:19])[NH:4][CH:3]=1.[CH3:20][N:21]1CCCC1=O>>[CH3:18][O:17][C:15]([C:11]1[CH:12]=[CH:13][C:14]2[C:6]3[C:5](=[O:19])[NH:4][CH:3]=[C:2]([C:20]#[N:21])[C:7]=3[NH:8][C:9]=2[CH:10]=1)=[O:16]. Reported procedure: A stirred mixture of methyl 4-bromo-1-oxo-2,5-dihydro-1H-pyrido[4,3-b]indole-7-carboxylate (0.820 g, 2.55 mmol) and Cuprous cyanide (0.229 g, 2.55 mmol) in N-Methyl-2-pyrrolidinone (25 mL) was heated at 200° C. for 2-4 hours. LC-MS showed complete conversion to the desired product plus minor debrominated product. The reaction mixture was cooled to room temperature then concentrated in vacuo. The residue was slurred in water and filtered. The solid residue was dried overnight under vacuum to give... Reactants: BrC1=CNC(C2=C1NC=1C=C(C=CC21)C(=O)OC)=O (methyl 4-bromo-1-oxo-2,5-dihydro-1H-pyrido[4,3-b]indole-7-carboxylate), Cuprous cyanide, CN1C(CCC1)=O (N-Methyl-2-pyrrolidinone). Reaction conditions: temperature 200 celsius. Reactants: Cn1nc(-c2ccccc2)c(OCCBr)c1-c1ccccc1, CC[N+](CC)(CC)Cc1ccccc1, CS, [Cl-], [Na+], CN(C)C=O, [OH-], O. The product is CSCCOc1c(-c2ccccc2)nn(C)c1-c1ccccc1. Reaction SMILES: [Br:5][CH2:6][CH2:7][O:8][c:9]1[c:10](-[c:21]2[cH:22][cH:23][cH:24][cH:25][cH:26]2)[n:11][n:12]([CH3:20])[c:13]1-[c:14]1[cH:15][cH:16][cH:17][cH:18][cH:19]1.[CH2:34]([N+:35]([CH2:36][CH3:37])([CH2:38][CH3:39])[CH2:40][CH3:41])[c:42]1[cH:43][cH:44][cH:45][cH:46][cH:47]1.[CH3:3][SH:4].[Cl-:33].[Na+:2].[O:27]=[CH:28][N:29]([CH3:30])[CH3:31].[OH-:1].[OH2:32]>>[CH3:3][S:4][CH2:6][CH2:7][O:8][c:9]1[c:10](-[c:21]2[cH:22][cH:23][cH:24][cH:25][cH:26]2)[n:11][n:12]([CH3:20])[c:13]1-[c:14]1[cH:15][cH:16][cH:17][cH:18][cH:19]1. Starting materials: C(C)OC(=O)C=1C2=C(N=C(C1)C1=CC=C(C=C1)OCOC)N(N=C2C)C2OCCCC2 (6-(4-methoxymethoxy-phenyl)-3-methyl-1-(tetrahydro-pyran-2-yl)-1H-pyrazolo[3,4-b]pyridine-4-carboxylic acid ethyl ester), [OH-].[Na+] (sodium hydroxide). Run in C(C)O (ethanol). Product: COCOC1=CC=C(C=C1)C=1C=C(C2=C(N1)N(N=C2C)C2OCCCC2)C(=O)O (6-(4-Methoxymethoxy-phenyl)-3-methyl-1-(tetrahydro-pyran-2-yl)-1H-pyrazolo[3,4-b]pyridine-4-carboxylic acid). Isolated yield 89.1%. Reaction SMILES: C([O:3][C:4]([C:6]1[C:7]2[C:24]([CH3:25])=[N:23][N:22]([CH:26]3[CH2:31][CH2:30][CH2:29][CH2:28][O:27]3)[C:8]=2[N:9]=[C:10]([C:12]2[CH:17]=[CH:16][C:15]([O:18][CH2:19][O:20][CH3:21])=[CH:14][CH:13]=2)[CH:11]=1)=[O:5])C.[OH-].[Na+]>C(O)C>[CH3:21][O:20][CH2:19][O:18][C:15]1[CH:16]=[CH:17][C:12]([C:10]2[CH:11]=[C:6]([C:4]([OH:5])=[O:3])[C:7]3[C:24]([CH3:25])=[N:23][N:22]([CH:26]4[CH2:31][CH2:30][CH2:29][CH2:28][O:27]4)[C:8]=3[N:9]=2)=[CH:13][CH:14]=1 |f:1.2|. Procedure: To 2.09 g 6-(4-methoxymethoxy-phenyl)-3-methyl-1-(tetrahydro-pyran-2-yl)-1H-pyrazolo[3,4-b]pyridine-4-carboxylic acid ethyl ester in 140 ml ethanol was added 100 ml of 1M aqueous sodium hydroxide solution. After 3 h at r.t. the volatiles were removed in vacuo. The residue was taken up in water and the pH was adjusted to 4-5. The aqueous phase was extracted with ethyl acetate three times. The combined organic phases were dried over Na2SO4, filtered and concentrated in vacuo. The residue was purif... Starting materials: FC=1C=C2C(=NC1)N(C([C@]21CC=2C(=NC=C(C2)C(=O)OCC)C1)=O)COCC[Si](C)(C)C (ethyl (6S)-5′-fluoro-2′-oxo-1′-{[2-(trimethylsilyl)ethoxy]methyl}-1′,2′,5,7-tetrahydrospiro[cyclopenta[b]pyridine-6,3′-pyrrolo[2,3-b]pyridine]-3-carboxylate), [OH-].[Na+] (sodium hydroxide), Cl (HCl), C(CN)N (ethylenediamine). Run in CO (MeOH), O (water). Conditions: time 30 minute. The product is FC=1C=C2C(=NC1)NC([C@]21CC=2C(=NC=C(C2)C(=O)OCC)C1)=O (Ethyl (6S)-5′-fluoro-2′-oxo-1′,2′,5,7-tetrahydrospiro[cyclopenta[b]pyridine-6,3′-pyrrolo[2,3-b]pyridine]-3-carboxylate). RXN SMILES: [F:1][C:2]1[CH:3]=[C:4]2[C@:10]3([CH2:23][C:13]4=[N:14][CH:15]=[C:16]([C:18]([O:20][CH2:21][CH3:22])=[O:19])[CH:17]=[C:12]4[CH2:11]3)[C:9](=[O:24])[N:8](COCC[Si](C)(C)C)[C:5]2=[N:6][CH:7]=1.Cl.C(N)CN.[OH-].[Na+]>CO.O>[F:1][C:2]1[CH:3]=[C:4]2[C@:10]3([CH2:23][C:13]4=[N:14][CH:15]=[C:16]([C:18]([O:20][CH2:21][CH3:22])=[O:19])[CH:17]=[C:12]4[CH2:11]3)[C:9](=[O:24])[NH:8][C:5]2=[N:6][CH:7]=1 |f:3.4|. Procedure details: A solution of ethyl (6S)-5′-fluoro-2′-oxo-1′-{[2-(trimethylsilyl)ethoxy]methyl}-1′,2′,5,7-tetrahydrospiro[cyclopenta[b]pyridine-6,3′-pyrrolo[2,3-b]pyridine]-3-carboxylate (300 mg, 0.656 mmol) in MeOH (15 mL) was saturated with HCl (g) and aged for 30 min at ambient temperature. The resulting mixture was concentrated to dryness in vacuo. The residue was dissolved in MeOH (10 mL), ethylenediamine (0.044 mL, 0.656 mmol) was added, and the solution was adjusted to pH 10 by addition of 1 N sodium hyd... Reactants: O=C(CBr)c1ccccc1, CC(C)(C)OC(=O)N1CCC(Oc2ccc(OCc3nc4ccc(C#N)cc4[nH]3)cc2)CC1, CN(C)C=O, [H-], [Na+]. The product is CC(C)(C)OC(=O)N1CCC(Oc2ccc(OCc3nc4cc(C#N)ccc4n3CC(=O)c3ccccc3)cc2)CC1. As a reaction SMILES: [Br:36][CH2:37][C:38](=[O:39])[c:40]1[cH:41][cH:42][cH:43][cH:44][cH:45]1.[C:1]([CH3:2])([CH3:3])([CH3:4])[O:5][C:6](=[O:7])[N:8]1[CH2:9][CH2:10][CH:11]([O:14][c:15]2[cH:16][cH:17][c:18]([O:19][CH2:20][c:21]3[nH:22][c:23]4[c:24]([n:25]3)[cH:26][cH:27][c:28]([C:30]#[N:31])[cH:29]4)[cH:32][cH:33]2)[CH2:12][CH2:13]1.[CH3:46][N:47]([CH3:48])[CH:49]=[O:50].[H-:34].[Na+:35]>>[C:1]([CH3:2])([CH3:3])([CH3:4])[O:5][C:6](=[O:7])[N:8]1[CH2:9][CH2:10][CH:11]([O:14][c:15]2[cH:16][cH:17][c:18]([O:19][CH2:20][c:21]3[n:22][c:23]4[c:24]([n:25]3[CH2:37][C:38](=[O:39])[c:40]3[cH:41][cH:42][cH:43][cH:44][cH:45]3)[cH:26][cH:27][c:28]([C:30]#[N:31])[cH:29]4)[cH:32][cH:33]2)[CH2:12][CH2:13]1. Reactants: BrB(Br)Br, COc1cccc(C(C)(C)CC(O)(C(=O)Nc2ccc3c(=O)onc(C)c3c2)C(F)(F)F)c1Br, ClCCl, O. Yields the product Cc1noc(=O)c2ccc(NC(=O)C(O)(CC(C)(C)c3cccc(O)c3Br)C(F)(F)F)cc12. As a reaction SMILES: [B:35]([Br:36])([Br:37])[Br:38].[Br:1][c:2]1[c:3]([C:10]([CH2:11][C:12]([C:13](=[O:14])[NH:15][c:16]2[cH:17][cH:18][c:19]3[c:20]([c:21]([CH3:26])[n:22][o:23][c:24]3=[O:25])[cH:27]2)([C:28]([F:29])([F:30])[F:31])[OH:32])([CH3:33])[CH3:34])[cH:4][cH:5][cH:6][c:7]1[O:8][CH3:9].[Cl:40][CH2:41][Cl:42].[OH2:39]>>[Br:1][c:2]1[c:3]([C:10]([CH2:11][C:12]([C:13](=[O:14])[NH:15][c:16]2[cH:17][cH:18][c:19]3[c:20]([c:21]([CH3:26])[n:22][o:23][c:24]3=[O:25])[cH:27]2)([C:28]([F:29])([F:30])[F:31])[OH:32])([CH3:33])[CH3:34])[cH:4][cH:5][cH:6][c:7]1[OH:8]. Reactants: OBO, OBO, COc1cc2c(cc1Br)C(c1cccc(C#N)c1)=NCC(=O)N2, COc1ccccc1, c1ccccc1. Product: COc1ccccc1-c1cc2c(cc1OC)NC(=O)CN=C2c1cccc(C#N)c1. RXN SMILES: [BH:24]([OH:25])[OH:26].[BH:33]([OH:34])[OH:35].[Br:1][c:2]1[cH:3][c:4]2[c:5]([cH:20][c:21]1[O:22][CH3:23])[NH:6][C:7](=[O:19])[CH2:8][N:9]=[C:10]2[c:11]1[cH:12][c:13]([C:14]#[N:15])[cH:16][cH:17][cH:18]1.[CH3:36][O:37][c:38]1[cH:39][cH:40][cH:41][cH:42][cH:43]1.[cH:27]1[cH:28][cH:29][cH:30][cH:31][cH:32]1>>[c:2]1(-[c:39]2[c:38]([O:37][CH3:36])[cH:43][cH:42][cH:41][cH:40]2)[cH:3][c:4]2[c:5]([cH:20][c:21]1[O:22][CH3:23])[NH:6][C:7](=[O:19])[CH2:8][N:9]=[C:10]2[c:11]1[cH:12][c:13]([C:14]#[N:15])[cH:16][cH:17][cH:18]1.